Dataset: the Open Reaction Database (ORD), a public repository of structured organic reaction records. Task: describe an organic reaction: reactants, conditions, products, and yield Reactants: CS(=O)C (dimethyl sulfoxide), ClCCC1OC2=C(C(N(C1)C)=O)C=C(C=C2)C(F)(F)F (2-(2-chloroethyl)-2,3-dihydro-4-methyl-7-(trifluoromethyl)-1,4-benzoxazepin-5(4H)-one), N1CCC1 (azetidine), C([O-])([O-])=O.[K+].[K+] (potassium carbonate), N1CCC1 (azetidine). Run in O (water). Run at time 24 hour. The product is C(C(=O)O)(=O)O.N1(CCC1)CCC1OC2=C(C(N(C1)C)=O)C=C(C=C2)C(F)(F)F (2-[2-(1-Azetidinyl)ethyl]-2,3-dihydro-4-methyl-7-(trifluoromethyl)-1,4-benzoxazepin-5(4H)-one oxalate). RXN SMILES: CS(C)=[O:3].Cl[CH2:6][CH2:7][CH:8]1[CH2:14][N:13]([CH3:15])[C:12](=[O:16])[C:11]2[CH:17]=[C:18]([C:21]([F:24])([F:23])[F:22])[CH:19]=[CH:20][C:10]=2[O:9]1.[NH:25]1[CH2:28][CH2:27][CH2:26]1.[C:29](=[O:32])([O-:31])[O-].[K+].[K+]>O>[C:12]([OH:16])(=[O:3])[C:29]([OH:31])=[O:32].[N:25]1([CH2:6][CH2:7][CH:8]2[CH2:14][N:13]([CH3:15])[C:12](=[O:16])[C:11]3[CH:17]=[C:18]([C:21]([F:24])([F:23])[F:22])[CH:19]=[CH:20][C:10]=3[O:9]2)[CH2:28][CH2:27][CH2:26]1 |f:3.4.5,7.8|. Procedure: To 30 ml of dimethyl sulfoxide was added 3.5 g (0.011 mole) of 2-(2-chloroethyl)-2,3-dihydro-4-methyl-7-(trifluoromethyl)-1,4-benzoxazepin-5(4H)-one, 1.3 g (0.022 mole) of azetidine, and 10 g of potassium carbonate. The reaction mixture was stirred at room temperature for 24 hr and 1.18 g (0.021 mole) of azetidine was added. After 48 hr, the reaction mixture was poured into 500 ml of water and extracted with 3×100 ml of toluene. The combined organic extracts were washed with 2×150 ml of water, d... Starting materials: [BH4-], CO, O=Cc1cc2ccccc2nc1I, [Na+]. The product is OCc1cc2ccccc2nc1I. Reaction SMILES: [BH4-:14].[CH3:16][OH:17].[I:1][c:2]1[n:3][c:4]2[cH:5][cH:6][cH:7][cH:8][c:9]2[cH:10][c:11]1[CH:12]=[O:13].[Na+:15]>>[I:1][c:2]1[n:3][c:4]2[cH:5][cH:6][cH:7][cH:8][c:9]2[cH:10][c:11]1[CH2:12][OH:13].